This data is from the Open Reaction Database (ORD), a public repository of structured organic reaction records. The task is: describe an organic reaction: reactants, conditions, products, and yield Starting materials: CC(C)(C)[Si](Cl)(c1ccccc1)c1ccccc1, CN(C)C=O, CCOC(C)=O, O, CC(CO)NC(=O)c1ccc2cc(-c3nn(COCC[Si](C)(C)C)c4c3CCC(C)(C)C4)n(COCC[Si](C)(C)C)c2c1, c1c[nH]cn1. The product is CC(CO[Si](c1ccccc1)(c1ccccc1)C(C)(C)C)NC(=O)c1ccc2cc(-c3nn(COCC[Si](C)(C)C)c4c3CCC(C)(C)C4)n(COCC[Si](C)(C)C)c2c1. RXN SMILES: [C:49]([CH3:50])([CH3:51])([CH3:52])[Si:53]([c:54]1[cH:55][cH:56][cH:57][cH:58][cH:59]1)([c:60]1[cH:61][cH:62][cH:63][cH:64][cH:65]1)[Cl:66].[CH3:68][N:69]([CH3:70])[CH:71]=[O:72].[CH3:73][CH2:74][O:75][C:76](=[O:77])[CH3:78].[OH2:67].[OH:1][CH2:2][CH:3]([CH3:4])[NH:5][C:6](=[O:7])[c:8]1[cH:9][cH:10][c:11]2[cH:12][c:13](-[c:25]3[n:26][n:27]([CH2:36][O:37][CH2:38][CH2:39][Si:40]([CH3:41])([CH3:42])[CH3:43])[c:28]4[c:33]3[CH2:32][CH2:31][C:30]([CH3:34])([CH3:35])[CH2:29]4)[n:14]([CH2:17][O:18][CH2:19][CH2:20][Si:21]([CH3:22])([CH3:23])[CH3:24])[c:15]2[cH:16]1.[nH:44]1[cH:45][cH:46][n:47][cH:48]1>>[O:1]([CH2:2][CH:3]([CH3:4])[NH:5][C:6](=[O:7])[c:8]1[cH:9][cH:10][c:11]2[cH:12][c:13](-[c:25]3[n:26][n:27]([CH2:36][O:37][CH2:38][CH2:39][Si:40]([CH3:41])([CH3:42])[CH3:43])[c:28]4[c:33]3[CH2:32][CH2:31][C:30]([CH3:34])([CH3:35])[CH2:29]4)[n:14]([CH2:17][O:18][CH2:19][CH2:20][Si:21]([CH3:22])([CH3:23])[CH3:24])[c:15]2[cH:16]1)[Si:53]([C:49]([CH3:50])([CH3:51])[CH3:52])([c:54]1[cH:55][cH:56][cH:57][cH:58][cH:59]1)[c:60]1[cH:61][cH:62][cH:63][cH:64][cH:65]1. Reported procedure: N-Methyl-(3-oxopropyl)carbamic acid, 1,1-dimethylethyl ester (2.00 g, 10.7 mmol) was dissolved in tetrahydrofuran (20 ml) under nitrogen and cooled to 0° C. with stirring. To the resulting solution was added ethylmagnesium bromide and the mixture stirred at 0° C. for a further 30 minutes and then allowed to warm to room temperature with stirring over 20 h. The mixture was then poured into saturated ammonium chloride solution and then extracted with diethyl ether three times. The combined organic... Reaction conditions: temperature 0 celsius. The reactants are C(C)[Mg]Br (ethylmagnesium bromide), CN(C(OC(C)(C)C)=O)CCC=O (N-Methyl-(3-oxopropyl)carbamic acid, 1,1-dimethylethyl ester), [Cl-].[NH4+] (ammonium chloride). Product: OC(CCN(C(OC(C)(C)C)=O)C)CC (1,1-Dimethylethyl (3-hydroxypentyl)methylcarbamate). Reaction SMILES: [CH3:1][N:2]([CH2:10][CH2:11][CH:12]=[O:13])[C:3](=[O:9])[O:4][C:5]([CH3:8])([CH3:7])[CH3:6].[CH2:14]([Mg]Br)[CH3:15].[Cl-].[NH4+]>O1CCCC1>[OH:13][CH:12]([CH2:14][CH3:15])[CH2:11][CH2:10][N:2]([CH3:1])[C:3](=[O:9])[O:4][C:5]([CH3:8])([CH3:6])[CH3:7] |f:2.3|. Isolated yield 65.0%. Run in O1CCCC1 (tetrahydrofuran).